Dataset: the Open Reaction Database (ORD), a public repository of structured organic reaction records. Task: describe an organic reaction: reactants, conditions, products, and yield Reactants: C(C)(C)NC(C)C (diisopropylamine), C(CCC)[Li] (n-butyl lithium), [Si](C)(C)(C(C)(C)C)Cl (tert-butyldimethylsilyl chloride), C1(CC1)ON=C(C(=O)OCC)C(C)=O (ethyl 2-cyclopropyloxyimino-3-oxobutyrate), [Cl-].[NH4+] (ammonium chloride). Run in CCCCCC (n-hexane), C(C)(C)OC(C)C (diisopropyl ether), O1CCCC1 (tetrahydrofuran), CCCCCC (n-hexane), O1CCCC1 (tetrahydrofuran). Reaction conditions: temperature 0 celsius, time 30 minute. Yields the product [Si](C)(C)(C(C)(C)C)OC(C(C(=O)OCC)=NOC1CC1)=C (ethyl 3-tert-butyldimethylsilyloxy- 2-cyclopropyloxyimino-3-butenoate). As a reaction SMILES: C(NC(C)C)(C)C.C([Li])CCC.[CH:13]1([O:16][N:17]=[C:18]([C:24](=[O:26])[CH3:25])[C:19]([O:21][CH2:22][CH3:23])=[O:20])[CH2:15][CH2:14]1.[Si:27](Cl)([C:30]([CH3:33])([CH3:32])[CH3:31])([CH3:29])[CH3:28].[Cl-].[NH4+]>O1CCCC1.CCCCCC.C(OC(C)C)(C)C>[Si:27]([O:26][C:24](=[CH2:25])[C:18](=[N:17][O:16][CH:13]1[CH2:15][CH2:14]1)[C:19]([O:21][CH2:22][CH3:23])=[O:20])([C:30]([CH3:33])([CH3:32])[CH3:31])([CH3:29])[CH3:28] |f:4.5|. Procedure details: To a solution of diisopropylamine (1.32 ml) in tetrahydrofuran (10 ml) was added dropwise 1.55N n-butyl lithium in n-hexane (4.57 ml) at 0° C. The mixture was stirred at 0° C. for 30 minutes. To the mixture was added dropwise a solution of ethyl 2-cyclopropyloxyimino-3-oxobutyrate (syn isomer)(940 mg) in tetrahydrofuran (1 ml) at -60° C. The mixture was stirred at the same temperature for 30 minutes. To the mixture was added tert-butyldimethylsilyl chloride (1.42 g) at -60° C. and the mixture wa... Reactants: C(C1=CC=CC=C1)OC1=CC(=C(C=C1)C=1OC2=C(C=NC(=C2)OC[C@H](C)NC(C)=O)N1)OCC(F)(F)F (N-((2S)-1-((2-(4-(benzyloxy)-2-(2,2,2-trifluoroethoxy)phenyl)[1,3]oxazolo[4,5-c]pyridin-6-yl)oxy)propan-2-yl)acetamide), BrCC1CC1 ((bromomethyl)cyclopropane). Yields the product C1(CC1)COC1=CC(=C(C=C1)C=1OC2=C(C=NC(=C2)OC[C@H](C)NC(C)=O)N1)OCC(F)(F)F (N-((2S)-1-((2-(4-(cyclopropylmethoxy)-2-(2,2,2-trifluoroethoxy)phenyl)[1,3]oxazolo[4,5-c]pyridin-6-yl)oxy)propan-2-yl)acetamide). Reaction SMILES: [CH2:1]([O:8][C:9]1[CH:14]=[CH:13][C:12]([C:15]2[O:16][C:17]3[CH:22]=[C:21]([O:23][CH2:24][C@@H:25]([NH:27][C:28](=[O:30])[CH3:29])[CH3:26])[N:20]=[CH:19][C:18]=3[N:31]=2)=[C:11]([O:32][CH2:33][C:34]([F:37])([F:36])[F:35])[CH:10]=1)[C:2]1[CH:7]=[CH:6]C=CC=1.BrCC1CC1>>[CH:2]1([CH2:1][O:8][C:9]2[CH:14]=[CH:13][C:12]([C:15]3[O:16][C:17]4[CH:22]=[C:21]([O:23][CH2:24][C@@H:25]([NH:27][C:28](=[O:30])[CH3:29])[CH3:26])[N:20]=[CH:19][C:18]=4[N:31]=3)=[C:11]([O:32][CH2:33][C:34]([F:36])([F:37])[F:35])[CH:10]=2)[CH2:6][CH2:7]1. Procedure: Using N-((2S)-1-((2-(4-(benzyloxy)-2-(2,2,2-trifluoroethoxy)phenyl)[1,3]oxazolo[4,5-c]pyridin-6-yl)oxy)propan-2-yl)acetamide and (bromomethyl)cyclopropane, and in the same manner as in Step D of Example 68, the title compound was obtained. Reactants: O=C1Nc2cc(Br)ccc2N2CCc3cccc1c32, C1CSCCN1, Cc1ccccc1, [Cl-], [Cl-], [Cl-], [Cl-], [Na+], [OH-], [Ti+4]. The product is Brc1ccc2c(c1)N=C(N1CCSCC1)c1cccc3c1N2CC3. Reaction SMILES: [Br:1][c:2]1[cH:3][c:4]2[c:5]([cH:18][cH:19]1)[N:6]1[c:7]3[c:8]([cH:12][cH:13][cH:14][c:15]3[CH2:16][CH2:17]1)[C:9](=[O:11])[NH:10]2.[CH2:20]1[CH2:21][S:22][CH2:23][CH2:24][NH:25]1.[CH3:33][c:34]1[cH:35][cH:36][cH:37][cH:38][cH:39]1.[Cl-:28].[Cl-:29].[Cl-:30].[Cl-:31].[Na+:27].[OH-:26].[Ti+4:32]>>[Br:1][c:2]1[cH:3][c:4]2[c:5]([cH:18][cH:19]1)[N:6]1[c:7]3[c:8]([cH:12][cH:13][cH:14][c:15]3[CH2:16][CH2:17]1)[C:9]([N:25]1[CH2:20][CH2:21][S:22][CH2:23][CH2:24]1)=[N:10]2. Starting materials: C(=S)(Cl)Cl (Thiophosgene), NC1=NN(CC1)C1=CC(=CC=C1)C(F)(F)F (3-amino-1-(3-trifluoromethylphenyl)-2-pyrazoline), C(=O)=O (carbon dioxide). Run in CC(=O)C (acetone). Run at time 20 minute. Yields the product N(=C=S)C1=NN(CC1)C1=CC(=CC=C1)C(F)(F)F (3-isothiocyanato-1-(3-trifluoromethylphenyl)-2-pyrazoline). The yield is 47.9%. As a reaction SMILES: [C:1](Cl)(Cl)=[S:2].[NH2:5][C:6]1[CH2:10][CH2:9][N:8]([C:11]2[CH:16]=[CH:15][CH:14]=[C:13]([C:17]([F:20])([F:19])[F:18])[CH:12]=2)[N:7]=1.C(=O)=O>CC(C)=O>[N:5]([C:6]1[CH2:10][CH2:9][N:8]([C:11]2[CH:16]=[CH:15][CH:14]=[C:13]([C:17]([F:19])([F:18])[F:20])[CH:12]=2)[N:7]=1)=[C:1]=[S:2]. Procedure: Thiophosgene (11.5 g) was added slowly to a solution of 3-amino-1-(3-trifluoromethylphenyl)-2-pyrazoline (23 g) (prepared according to Reference Example 1 of European patent specification No. 22-578) in acetone (250 ml) at 0° in an atmosphere of carbon dioxide. The addition was completed in about 20 minutes and was then allowed to warm to room temperature for 1 hour. The resulting insoluble solid, the hydrochloride of the starting base, was filtered off and washed with fresh acetone. The combine...